This data is from the Open Reaction Database (ORD), a public repository of structured organic reaction records. The task is: describe an organic reaction: reactants, conditions, products, and yield The reactants are CC(C)(C)NS(=O)(=O)c1ccc([N+](=O)[O-])cc1, CCO. The product is CC(C)(C)NS(=O)(=O)c1ccc(N)cc1. RXN SMILES: [C:1]([CH3:2])([CH3:3])([CH3:4])[NH:5][S:6](=[O:7])(=[O:8])[c:9]1[cH:10][cH:11][c:12]([N+:15]([O-:16])=[O:17])[cH:13][cH:14]1.[CH3:18][CH2:19][OH:20]>>[C:1]([CH3:2])([CH3:3])([CH3:4])[NH:5][S:6](=[O:7])(=[O:8])[c:9]1[cH:10][cH:11][c:12]([NH2:15])[cH:13][cH:14]1.